This data is from the Open Reaction Database (ORD), a public repository of structured organic reaction records. The task is: describe an organic reaction: reactants, conditions, products, and yield Starting materials: ClCCCCl (1,3-dichloropropane), BrCCCC(C(C(=O)O)C)C (6-bromo-2,3-dimethylhexanoic acid), C(C(C)C)(=O)O (isobutyric acid). Yields the product ClCCC(C(C(=O)O)C)C (5-chloro-2,3-dimethylpentanoic acid), acid. The yield is 5.0%. RXN SMILES: BrC[CH2:3][CH2:4][CH:5]([CH3:11])[CH:6]([CH3:10])[C:7]([OH:9])=[O:8].C(O)(=O)C(C)C.[Cl:18]CCCCl>>[Cl:18][CH2:3][CH2:4][CH:5]([CH3:11])[CH:6]([CH3:10])[C:7]([OH:9])=[O:8]. Procedure details: The title compound was prepared as described for 6-bromo-2,3-dimethylhexanoic acid from isobutyric acid (9.67 g, 109.8 mmol), and 1,3-dichloropropane (37.2 g, 329.2 mmol). The product was purified by flash chromatography (CHCl3) to provide the acid (0.9 g, 5%) as a oil, HRMS (M+Li)+ calcd for C7H13O2ClLi 171.0764, found 171.0766. Reactants: BrC1=CC2=C(N(C=N2)CC)C(=C1)O[C@H](C)[C@@H]1CC(N(C1)[C@H](C)C1=CC=C(C=C1)OC)=O ((R)-4-((R)-1-((5-bromo-1-ethyl-1H-benzo[d]imidazol-7-yl)oxy)ethyl)-1-((R)-1-(4-methoxyphenyl)ethyl)pyrrolidin-2-one). The solvent is C(=O)(C(F)(F)F)O (TFA). The product is BrC1=CC2=C(N(C=N2)CC)C(=C1)O[C@H](C)[C@@H]1CC(NC1)=O ((R)-4-((R)-1-((5-bromo-1-ethyl-1H-benzo[d]imidazol-7-yl)oxy)ethyl)pyrrolidin-2-one). As a reaction SMILES: [Br:1][C:2]1[CH:12]=[C:11]([O:13][C@@H:14]([C@H:16]2[CH2:20][N:19]([C@@H](C3C=CC(OC)=CC=3)C)[C:18](=[O:31])[CH2:17]2)[CH3:15])[C:5]2[N:6]([CH2:9][CH3:10])[CH:7]=[N:8][C:4]=2[CH:3]=1>C(O)(C(F)(F)F)=O>[Br:1][C:2]1[CH:12]=[C:11]([O:13][C@@H:14]([C@H:16]2[CH2:20][NH:19][C:18](=[O:31])[CH2:17]2)[CH3:15])[C:5]2[N:6]([CH2:9][CH3:10])[CH:7]=[N:8][C:4]=2[CH:3]=1. Reported procedure: (R)-4-((R)-1-((5-bromo-1-ethyl-1H-benzo[d]imidazol-7-yl)oxy)ethyl)-1-((R)-1-(4-methoxyphenyl)ethyl)pyrrolidin-2-one (155 mg, 0.319 mmol) in TFA (5 mL) was heated in at 55° C. for 16 h. The reaction mixture was then concentrated to give (R)-4-((R)-1-((5-bromo-1-ethyl-1H-benzo[d]imidazol-7-yl)oxy)ethyl)pyrrolidin-2-one 2.77 which was used for next step without further purification. LCMS-ESI+ (m/z): 353.0. The reactants are ClC1=C(C(=C(C=C1)C(CC(C(=O)OCC)(C(F)(F)F)O)=C)OC)F (ethyl 4-(4-chloro-3-fluoro-2-methoxyphenyl)-2-hydroxy-2-(trifluoromethyl)pent-4-enoate), [H-].[Al+3].[Li+].[H-].[H-].[H-] (lithium aluminum hydride), [Cl-].[NH4+] (ammonium chloride), C(C(O)C(O)C(=O)O)(=O)O (tartaric acid). The solvent is C(C)OCC (diethyl ether). Reaction conditions: time 1 hour. Yields the product ClC1=C(C(=C(C=C1)C(CC(C=O)(C(F)(F)F)O)=C)OC)F (4-(4-chloro-3-fluoro-2-methoxyphenyl)-2-hydroxy-2-(trifluoromethyl)pent-4-enal), alcohol. Isolated yield 29.3%. As a reaction SMILES: [Cl:1][C:2]1[CH:7]=[CH:6][C:5]([C:8](=[CH2:21])[CH2:9][C:10]([OH:20])([C:16]([F:19])([F:18])[F:17])[C:11](OCC)=[O:12])=[C:4]([O:22][CH3:23])[C:3]=1[F:24].[H-].[Al+3].[Li+].[H-].[H-].[H-].[Cl-].[NH4+].C(O)(=O)C(C(C(O)=O)O)O>C(OCC)C>[Cl:1][C:2]1[CH:7]=[CH:6][C:5]([C:8](=[CH2:21])[CH2:9][C:10]([OH:20])([C:16]([F:19])([F:18])[F:17])[CH:11]=[O:12])=[C:4]([O:22][CH3:23])[C:3]=1[F:24] |f:1.2.3.4.5.6,7.8|. Reported procedure: 760 mg (2.67 mmol) of 1,1′-bi-2-naphthol are admixed with 2.68 ml (1.34 mmol) of a 0.5 M titanium tetraisopropoxide solution in toluene and the red solution is stirred at room temperature for an hour. 5.07 g (28.1 mmol) of 3-chloro-2-fluoro-6-(1-methyleneethyl)anisole and 3.25 ml (26.7 mmol) of ethyl trifluoropyruvate are added and the mixture is heated at 140° C. for 17 hours. After it has cooled it is immediately purified by column chromatography on silica gel (pentane/diethyl ether 25-40%) to... Starting materials: CC1CN(C(=O)OC(C)(C)C)CC2Cc3ccc(Br)nc3N12, C#CCBr, CCOC(C)=O, B1C2CCCC1CCC2, C1CCOC1, O, c1ccc(P(c2ccccc2)(c2ccccc2)[Pd](P(c2ccccc2)(c2ccccc2)c2ccccc2)(P(c2ccccc2)(c2ccccc2)c2ccccc2)P(c2ccccc2)(c2ccccc2)c2ccccc2)cc1. Yields the product CC1CN(C(=O)OC(C)(C)C)CC2Cc3ccc(C4CC4)nc3N12. RXN SMILES: [C:14]([CH3:15])([CH3:16])([CH3:17])[O:18][C:19](=[O:20])[N:21]1[CH2:22][CH:23]2[CH2:24][c:25]3[cH:26][cH:27][c:28]([Br:35])[n:29][c:30]3[N:31]2[CH:32]([CH3:34])[CH2:33]1.[CH2:10]([Br:11])[C:12]#[CH:13].[CH3:119][CH2:120][O:121][C:122](=[O:123])[CH3:124].[CH:1]12[BH:4][CH:3]([CH2:2][CH2:8][CH2:9]1)[CH2:5][CH2:6][CH2:7]2.[O:37]1[CH2:38][CH2:39][CH2:40][CH2:41]1.[OH2:36].[cH:42]1[cH:43][cH:44][c:45]([P:46]([Pd:47]([P:48]([c:49]2[cH:50][cH:51][cH:52][cH:53][cH:54]2)([c:55]2[cH:56][cH:57][cH:58][cH:59][cH:60]2)[c:61]2[cH:62][cH:63][cH:64][cH:65][cH:66]2)([P:67]([c:68]2[cH:69][cH:70][cH:71][cH:72][cH:73]2)([c:74]2[cH:75][cH:76][cH:77][cH:78][cH:79]2)[c:80]2[cH:81][cH:82][cH:83][cH:84][cH:85]2)[P:86]([c:87]2[cH:88][cH:89][cH:90][cH:91][cH:92]2)([c:93]2[cH:94][cH:95][cH:96][cH:97][cH:98]2)[c:99]2[cH:100][cH:101][cH:102][cH:103][cH:104]2)([c:105]2[cH:106][cH:107][cH:108][cH:109][cH:110]2)[c:111]2[cH:112][cH:113][cH:114][cH:115][cH:116]2)[cH:117][cH:118]1>>[CH2:1]1[CH:8]([c:28]2[cH:27][cH:26][c:25]3[c:30]([n:29]2)[N:31]2[CH:23]([CH2:22][N:21]([C:19]([O:18][C:14]([CH3:15])([CH3:16])[CH3:17])=[O:20])[CH2:33][CH:32]2[CH3:34])[CH2:24]3)[CH2:9]1.